From a dataset of the Open Reaction Database (ORD), a public repository of structured organic reaction records. describe an organic reaction: reactants, conditions, products, and yield Reaction conditions: time 1 hour. The product is C1C(CC12OCCO2)N2N=CC(=C2C)B2OC(C(O2)(C)C)(C)C (1-(5,8-Dioxaspiro[3.4]oct-2-yl)-5-methyl-4-(4,4,5,5-tetramethyl-1,3,2-dioxaborolan-2-yl)-1H-pyrazole). As a reaction SMILES: [CH2:1]1[C:4]2([O:8][CH2:7][CH2:6][O:5]2)[CH2:3][CH:2]1[N:9]1[C:13]([CH3:14])=[C:12](I)[CH:11]=[N:10]1.C1COCC1.C([Mg]Cl)(C)C.CO[B:28]1[O:32][C:31]([CH3:34])([CH3:33])[C:30]([CH3:36])([CH3:35])[O:29]1.[NH4+].[Cl-]>>[CH2:1]1[C:4]2([O:8][CH2:7][CH2:6][O:5]2)[CH2:3][CH:2]1[N:9]1[C:13]([CH3:14])=[C:12]([B:28]2[O:32][C:31]([CH3:34])([CH3:33])[C:30]([CH3:36])([CH3:35])[O:29]2)[CH:11]=[N:10]1 |f:4.5|. Procedure details: To a solution of 1-(5,8-dioxaspiro[3.4]oct-2-yl)-4-iodo-5-methyl-1H-pyrazole (50.0 mg, 0.156 mmol) in THF (3 mL, 40 mmol) at was added 2 M isopropylmagnesium chloride in THF (0.23 mL, 0.46 mmol), and the mixture was stirred at rt for 1 h. The reaction was quenched with 2-methoxy-4,4,5,5-tetramethyl-1,3,2-dioxaborolane (0.10 mL, 0.62 mmol) and allowed to stir at rt for 1 h. Sat. NH4Cl was added, and the organic solvent was removed in vacuo. The material was extracted with DCM and water. The organ... Reactants: C1C(CC12OCCO2)N2N=CC(=C2C)I (1-(5,8-dioxaspiro[3.4]oct-2-yl)-4-iodo-5-methyl-1H-pyrazole), C1CCOC1 (THF), C(C)(C)[Mg]Cl (isopropylmagnesium chloride), C1CCOC1 (THF), COB1OC(C(O1)(C)C)(C)C (2-methoxy-4,4,5,5-tetramethyl-1,3,2-dioxaborolane), [NH4+].[Cl-] (NH4Cl).